This data is from the Open Reaction Database (ORD), a public repository of structured organic reaction records. The task is: describe an organic reaction: reactants, conditions, products, and yield The reactants are C[Si](C)(C)C#Cc1ccc(OCc2ccccc2)c(C(=O)OCc2ccccc2)c1, CCCC[N+](CCCC)(CCCC)CCCC, C1CCOC1, [F-]. The product is C#Cc1ccc(OCc2ccccc2)c(C(=O)OCc2ccccc2)c1. RXN SMILES: [CH2:19]([c:20]1[cH:21][cH:22][cH:23][cH:24][cH:25]1)[O:26][C:27]([c:28]1[c:29]([O:40][CH2:41][c:42]2[cH:43][cH:44][cH:45][cH:46][cH:47]2)[cH:30][cH:31][c:32]([C:34]#[C:35][Si:36]([CH3:37])([CH3:38])[CH3:39])[cH:33]1)=[O:48].[CH2:2]([N+:3]([CH2:4][CH2:5][CH2:6][CH3:7])([CH2:8][CH2:9][CH2:10][CH3:11])[CH2:12][CH2:13][CH2:14][CH3:15])[CH2:16][CH2:17][CH3:18].[CH2:49]1[O:50][CH2:51][CH2:52][CH2:53]1.[F-:1]>>[CH2:19]([c:20]1[cH:21][cH:22][cH:23][cH:24][cH:25]1)[O:26][C:27]([c:28]1[c:29]([O:40][CH2:41][c:42]2[cH:43][cH:44][cH:45][cH:46][cH:47]2)[cH:30][cH:31][c:32]([C:34]#[CH:35])[cH:33]1)=[O:48]. Reactants: CCOC(=O)c1ccc(CC(=O)O)cc1OCC, CC(C)CC(N)c1ccccc1N1CCCCC1, Cc1ccccc1, C(=NC1CCCCC1)=NC1CCCCC1. Product: CCOC(=O)c1ccc(CC(=O)NC(CC(C)C)c2ccccc2N2CCCCC2)cc1OCC. RXN SMILES: [CH2:1]([CH3:2])[O:3][c:4]1[cH:5][c:6]([CH2:15][C:16](=[O:17])[OH:18])[cH:7][cH:8][c:9]1[C:10](=[O:11])[O:12][CH2:13][CH3:14].[CH3:19][CH:20]([CH2:21][CH:22]([c:23]1[c:24]([N:29]2[CH2:30][CH2:31][CH2:32][CH2:33][CH2:34]2)[cH:25][cH:26][cH:27][cH:28]1)[NH2:35])[CH3:36].[CH3:52][c:53]1[cH:54][cH:55][cH:56][cH:57][cH:58]1.[CH:37]1([N:38]=[C:39]=[N:40][CH:41]2[CH2:42][CH2:43][CH2:44][CH2:45][CH2:46]2)[CH2:47][CH2:48][CH2:49][CH2:50][CH2:51]1>>[CH2:1]([CH3:2])[O:3][c:4]1[cH:5][c:6]([CH2:15][C:16](=[O:18])[NH:35][CH:22]([CH2:21][CH:20]([CH3:19])[CH3:36])[c:23]2[c:24]([N:29]3[CH2:30][CH2:31][CH2:32][CH2:33][CH2:34]3)[cH:25][cH:26][cH:27][cH:28]2)[cH:7][cH:8][c:9]1[C:10](=[O:11])[O:12][CH2:13][CH3:14]. Conditions: temperature 125 celsius, time 3 day. RXN SMILES: Cl[C:2]1[N:6]=[C:5]([N:7]2[CH2:12][CH2:11][CH:10]([N:13]([CH:27]3[CH2:29][CH2:28]3)[C:14](=[O:26])[C:15]3[CH:20]=[CH:19][C:18]([C:21]4[O:25][CH:24]=[N:23][CH:22]=4)=[CH:17][CH:16]=3)[CH2:9][CH2:8]2)[S:4][N:3]=1.[CH:30]([OH:33])([CH3:32])[CH3:31].C(=O)([O-])[O-].[Cs+].[Cs+]>CN1CCCC1=O>[CH:27]1([N:13]([CH:10]2[CH2:11][CH2:12][N:7]([C:5]3[S:4][N:3]=[C:2]([O:33][CH:30]([CH3:32])[CH3:31])[N:6]=3)[CH2:8][CH2:9]2)[C:14](=[O:26])[C:15]2[CH:20]=[CH:19][C:18]([C:21]3[O:25][CH:24]=[N:23][CH:22]=3)=[CH:17][CH:16]=2)[CH2:29][CH2:28]1 |f:2.3.4|. Yields the product C1(CC1)N(C(C1=CC=C(C=C1)C1=CN=CO1)=O)C1CCN(CC1)C1=NC(=NS1)OC(C)C (N-Cyclopropyl-N-[1-(3-isopropoxy-[1,2,4]thiadiazol-5-yl)-piperidin-4-yl]-4-oxazol-5-yl-benzamide). Run in CN1C(CCC1)=O (N-methyl-2-pyrrolidinon). Reactants: ClC1=NSC(=N1)N1CCC(CC1)N(C(C1=CC=C(C=C1)C1=CN=CO1)=O)C1CC1 (N-[1-(3-chloro-[1,2,4]thiadiazol-5-yl)-piperidin-4-yl]-N-cyclopropyl-4-oxazol-5-yl-benzamide), C(C)(C)O (isopropanol), C([O-])([O-])=O.[Cs+].[Cs+] (cesium carbonate). Reported procedure: A mixture of N-[1-(3-chloro-[1,2,4]thiadiazol-5-yl)-piperidin-4-yl]-N-cyclopropyl-4-oxazol-5-yl-benzamide (43 mg), isopropanol (2.0 mL), and cesium carbonate (98 mg) in N-methyl-2-pyrrolidinon (2.0 mL) is stirred at 125° C. for three days. The mixture is separated by HPLC (MeOH/H2O/TFA) to give the title compound. LC (method 5): tR=2.14 min; Mass spectrum (ESI+): m/z=454 [M+H]+. Starting materials: O=C(CCCCCCCCCCC)C1=CC=C(O1)/C=C/C(=O)O ((E)-3-[5-(1-oxododecyl)-2-furanyl]-2-propenoic acid), [OH-].[K+] (potassium hydroxide). Solvent: CO (methanol). Run at time 1 hour. Product: O=C(CCCCCCCCCCC)C1=CC=C(O1)/C=C/C(=O)[O-].[K+] (potassium (E)-3-[5-(1-oxododecyl)-2-furanyl]-2-propenoate). RXN SMILES: [O:1]=[C:2]([C:14]1[O:18][C:17](/[CH:19]=[CH:20]/[C:21]([OH:23])=[O:22])=[CH:16][CH:15]=1)[CH2:3][CH2:4][CH2:5][CH2:6][CH2:7][CH2:8][CH2:9][CH2:10][CH2:11][CH2:12][CH3:13].[OH-].[K+:25]>CO>[O:1]=[C:2]([C:14]1[O:18][C:17](/[CH:19]=[CH:20]/[C:21]([O-:23])=[O:22])=[CH:16][CH:15]=1)[CH2:3][CH2:4][CH2:5][CH2:6][CH2:7][CH2:8][CH2:9][CH2:10][CH2:11][CH2:12][CH3:13].[K+:25] |f:1.2,4.5|. Procedure details: A mixture of 5.0 g (0.0156 mole) of (E)-3-[5-(1-oxododecyl)-2-furanyl]-2-propenoic acid, 1.0 g of potassium hydroxide and 100 ml of methanol is heated with stirring on a steam bath for 1 hour. The methanol is distilled off to 50 ml and the mixture cooled. The solid is separated by filtration to give potassium (E)-3-[5-(1-oxododecyl)-2-furanyl]-2-propenoate, m.p. 220°-230° C. (decomposition). Procedure: To a suspension of 6-cyano-3,4-epoxy-3,4-dihydro-2,2-dimethyl-2H-benzopyran (1.2 g, 5.97 mmol) (prepared according to Evans et al., J. Med. Chem., 1983, 26, 1582 and J. Med. Chem., 1986, 29, 2194) in ethanol (7.0 mL), ethylenediamine (2.4 mL, 35.8 mmol) was added at room temperature and the reaction mixture was stirred at room temperature for 36 hours. The solvent was removed under reduced pressure and the residue was further dried by use of vacuum pump to yield the title A compound (1.74 g, >10... RXN SMILES: [C:1]([C:3]1[CH:4]=[CH:5][C:6]2[O:11][C:10]([CH3:13])([CH3:12])[CH:9]3[O:14][CH:8]3[C:7]=2[CH:15]=1)#[N:2].[CH2:16]([NH2:19])[CH2:17][NH2:18]>C(O)C>[NH2:18][CH2:17][CH2:16][NH:19][C@@H:8]1[C:7]2[CH:15]=[C:3]([C:1]#[N:2])[CH:4]=[CH:5][C:6]=2[O:11][C:10]([CH3:13])([CH3:12])[C@H:9]1[OH:14]. Reaction conditions: time 36 hour. Yield: 111.5%. Starting materials: C(#N)C=1C=CC2=C(C3C(C(O2)(C)C)O3)C1 (6-cyano-3,4-epoxy-3,4-dihydro-2,2-dimethyl-2H-benzopyran), C(CN)N (ethylenediamine). Product: NCCN[C@H]1[C@@H](C(OC2=C1C=C(C=C2)C#N)(C)C)O ((trans)-4-[(2-Aminoethyl)amino]-3,4-dihydro-3-hydroxy-2,2-dimethyl-2H-1-benzopyran-6-carbonitrile). Solvent: C(C)O (ethanol). Reactants: solution, C(C)(C)(C)C1=CC=C(C=C1)C1N(C(C2=CC=CC=C2C1C(=O)O)=O)C (3-(4-t-butylphenyl)-4-hydroxycarbonyl-2-methyl-1-oxo-1,2,3,4-tetrahydroisoquinoline), C([O-])([O-])=O.[Na+].[Na+] (sodium carbonate). Run in CS(=O)C (dimethylsulfoxide). The product is C(C)(C)(C)C1=CC=C(C=C1)C1N(C(C2=CC=CC=C2C1)=O)C (3-(4-t-butylphenyl)-2-methyl-1-oxo-1,2,3,4-tetrahydroisoquinoline). Isolated yield 75.6%. Reaction SMILES: [C:1]([C:5]1[CH:10]=[CH:9][C:8]([CH:11]2[CH:20](C(O)=O)[C:19]3[C:14](=[CH:15][CH:16]=[CH:17][CH:18]=3)[C:13](=[O:24])[N:12]2[CH3:25])=[CH:7][CH:6]=1)([CH3:4])([CH3:3])[CH3:2].C(=O)([O-])[O-].[Na+].[Na+]>CS(C)=O>[C:1]([C:5]1[CH:6]=[CH:7][C:8]([CH:11]2[CH2:20][C:19]3[C:14](=[CH:15][CH:16]=[CH:17][CH:18]=3)[C:13](=[O:24])[N:12]2[CH3:25])=[CH:9][CH:10]=1)([CH3:4])([CH3:2])[CH3:3] |f:1.2.3|. Procedure: To 50 ml of a solution containing 9.00 g of 3-(4-t-butylphenyl)-4-hydroxycarbonyl-2-methyl-1-oxo-1,2,3,4-tetrahydroisoquinoline in dimethylsulfoxide, 4.20 g of sodium carbonate was added and the mixture was allowed to react at 150° C. for 1 hour. After the reaction, the solvent was evaporated under reduced pressure, and 800 ml of water was added thereto, followed by extraction with ethyl acetate (100 ml×5). The combined organic layers were washed with water (300 ml×6) and then with brine, and we... Starting materials: C1=CCCC1 (cyclopentene), methy ester, C(=O)(OC)C1C(C(CC1=O)OC(C)=O)CC(=O)O (2-carbomethoxy-3-oxo-5-acetoxycyclopentaneacetic acid), C1=CC=CC=C1 (benzene), S(=O)(=O)([O-])[O-].[Ba+2] (barium sulfate). Solvent: C(Cl)(Cl)Cl (CHCl3). Product: COC(CC1C(C(CC1OC(C)=O)=O)C(=O)OC)=O (2-Carbomethoxy-3-Oxo-5-Acetoxycyclopentaneacetic Acid Methyl Ester). As a reaction SMILES: [CH:1]1CCCC=1.C1C=CC=CC=1.S([O-])([O-])(=O)=O.[Ba+2].[C:18]([CH:22]1[C:26](=[O:27])[CH2:25][CH:24]([O:28][C:29](=[O:31])[CH3:30])[CH:23]1[CH2:32][C:33]([OH:35])=[O:34])([O:20][CH3:21])=[O:19]>C(Cl)(Cl)Cl>[CH3:1][O:34][C:33](=[O:35])[CH2:32][CH:23]1[CH:24]([O:28][C:29](=[O:31])[CH3:30])[CH2:25][C:26](=[O:27])[CH:22]1[C:18]([O:20][CH3:21])=[O:19] |f:2.3|. Procedure: The cyclopentene acid, V, (9.5 g.) is dissolved in 180 ml. of benzene and the solution is hydrogenated at room temperature and atmospheric pressure in the presence of 0.5 g. of palladiated barium sulfate. When the theoretical amount of hydrogen is absorbed, catalyst is filtered off and the solution is evaporated to dryness under vacuum, yielding 9 g. (95%) of the methy ester of 2-carbomethoxy-3-oxo-5-acetoxycyclopentaneacetic acid with the required stereochemical configuration. The compound is a... Reactants: CS, CSSC, [Cl-], [Cl-], [Cl-], [Cl-], Cl, Oc1ccccc1, [Zr+4]. Yields the product CSc1ccccc1O. Reaction SMILES: [CH3:13][SH:14].[CH3:9][S:10][S:11][CH3:12].[Cl-:15].[Cl-:16].[Cl-:17].[Cl-:18].[ClH:8].[OH:1][c:2]1[cH:3][cH:4][cH:5][cH:6][cH:7]1.[Zr+4:19]>>[OH:1][c:2]1[c:3]([S:10][CH3:9])[cH:4][cH:5][cH:6][cH:7]1. Starting materials: C(C1=CC=CC=C1)(=O)C1=CC2=C(N(C(S2)=O)CCOC2=CC=C(C=C2)CC(C(=O)OC)NC(CC2=CC=CC=C2)=O)C=C1 (Methyl 3-{4-[2-(6-benzoyl-2-oxo-1,3-benzothiazol-3(2H)-yl)ethoxy]phenyl}-2-[(phenylacetyl)amino]propanoate), CON (O-methylhydroxylamine). Yields the product CON=C(C1=CC2=C(N(C(S2)=O)CCOC2=CC=C(C=C2)CC(C(=O)OC)NC(CC2=CC=CC=C2)=O)C=C1)C1=CC=CC=C1 (Methyl 3-{4-[2-(6-[(methoxyimino)(phenyl)methyl]-2-oxo-1,3-benzothiazol-3(2H)-yl)ethoxy]phenyl}-2-[(phenylacetyl)amino]propanoate). Reaction SMILES: [C:1]([C:9]1[CH:43]=[CH:42][C:12]2[N:13]([CH2:17][CH2:18][O:19][C:20]3[CH:25]=[CH:24][C:23]([CH2:26][CH:27]([NH:32][C:33](=[O:41])[CH2:34][C:35]4[CH:40]=[CH:39][CH:38]=[CH:37][CH:36]=4)[C:28]([O:30][CH3:31])=[O:29])=[CH:22][CH:21]=3)[C:14](=[O:16])[S:15][C:11]=2[CH:10]=1)(=O)[C:2]1[CH:7]=[CH:6][CH:5]=[CH:4][CH:3]=1.[CH3:44][O:45][NH2:46]>>[CH3:44][O:45][N:46]=[C:1]([C:2]1[CH:7]=[CH:6][CH:5]=[CH:4][CH:3]=1)[C:9]1[CH:43]=[CH:42][C:12]2[N:13]([CH2:17][CH2:18][O:19][C:20]3[CH:21]=[CH:22][C:23]([CH2:26][CH:27]([NH:32][C:33](=[O:41])[CH2:34][C:35]4[CH:36]=[CH:37][CH:38]=[CH:39][CH:40]=4)[C:28]([O:30][CH3:31])=[O:29])=[CH:24][CH:25]=3)[C:14](=[O:16])[S:15][C:11]=2[CH:10]=1. Procedure details: Starting from the compound obtained in Step A, the procedure is as in Step B of Example 2, replacing the hydroxylamine by O-methylhydroxylamine. The reactants are COC(=O)c1cc(Br)cc2[nH]ncc12, BrC1CCCC1, O=C([O-])[O-], CC#N, [Cs+], [Cs+]. Yields the product COC(=O)c1cc(Br)cc2c1cnn2C1CCCC1. RXN SMILES: [Br:1][c:2]1[cH:3][c:4]([C:11](=[O:12])[O:13][CH3:14])[c:5]2[cH:6][n:7][nH:8][c:9]2[cH:10]1.[Br:21][CH:22]1[CH2:23][CH2:24][CH2:25][CH2:26]1.[C:15](=[O:16])([O-:17])[O-:18].[CH3:27][C:28]#[N:29].[Cs+:19].[Cs+:20]>>[Br:1][c:2]1[cH:3][c:4]([C:11](=[O:12])[O:13][CH3:14])[c:5]2[cH:6][n:7][n:8]([CH:22]3[CH2:23][CH2:24][CH2:25][CH2:26]3)[c:9]2[cH:10]1.